Dataset: the Open Reaction Database (ORD), a public repository of structured organic reaction records. Task: describe an organic reaction: reactants, conditions, products, and yield Starting materials: CCI, [K+], [K+], COC(=O)c1cc(N)c(N)c([N+](=O)[O-])c1, O=C([O-])[O-], CN(C)C=O. Product: CCNc1cc(C(=O)OC)cc([N+](=O)[O-])c1N. As a reaction SMILES: [CH2:22]([CH3:23])[I:24].[K+:16].[K+:17].[NH2:1][c:2]1[cH:3][c:4]([C:5](=[O:6])[O:7][CH3:8])[cH:9][c:10]([N+:13](=[O:14])[O-:15])[c:11]1[NH2:12].[O-:18][C:19]([O-:20])=[O:21].[O:25]=[CH:26][N:27]([CH3:28])[CH3:29]>>[NH:1]([c:2]1[cH:3][c:4]([C:5](=[O:6])[O:7][CH3:8])[cH:9][c:10]([N+:13](=[O:14])[O-:15])[c:11]1[NH2:12])[CH2:22][CH3:23].